describe an organic reaction: reactants, conditions, products, and yield From a dataset of the Open Reaction Database (ORD), a public repository of structured organic reaction records. The reactants are CCOC(=O)CC(C=CCCCCCNC(=O)OC(C)(C)C)c1cnc(C)nc1, CCO, O=C[O-], [NH4+], O. Product: CCOC(=O)CC(CCCCCCCNC(=O)OC(C)(C)C)c1cnc(C)nc1. As a reaction SMILES: [CH2:1]([CH3:2])[O:3][C:4]([CH2:5][CH:6]([CH:7]=[CH:8][CH2:9][CH2:10][CH2:11][CH2:12][CH2:13][NH:14][C:15](=[O:16])[O:17][C:18]([CH3:19])([CH3:20])[CH3:21])[c:22]1[cH:23][n:24][c:25]([CH3:28])[n:26][cH:27]1)=[O:29].[CH3:35][CH2:36][OH:37].[CH:31]([O-:32])=[O:33].[NH4+:34].[OH2:30]>>[CH2:1]([CH3:2])[O:3][C:4]([CH2:5][CH:6]([CH2:7][CH2:8][CH2:9][CH2:10][CH2:11][CH2:12][CH2:13][NH:14][C:15](=[O:16])[O:17][C:18]([CH3:19])([CH3:20])[CH3:21])[c:22]1[cH:23][n:24][c:25]([CH3:28])[n:26][cH:27]1)=[O:29]. The reactants are OC[C@]12CCC(C(=C1CC[C@H]1[C@@H]3CCC([C@@]3(C)CC[C@H]21)=O)C)=O (19-Hydroxy-4-methyl-4-androstene-3,17-dione), C(C)(=O)OC(C)=O (acetic anhydride). Solvent: N1=CC=CC=C1 (pyridine). Yields the product C(C)(=O)O.OC[C@]12CCC(C(=C1CC[C@H]1[C@@H]3CCC([C@@]3(C)CC[C@H]21)=O)C)=O (19-hydroxy-4-methyl-4-androstene3,17-dione acetate). As a reaction SMILES: [OH:1][CH2:2][C@@:3]12[C@@H:20]3[C@H:11]([C@H:12]4[C@@:16]([CH2:18][CH2:19]3)([CH3:17])[C:15](=[O:21])[CH2:14][CH2:13]4)[CH2:10][CH2:9][C:8]1=[C:7]([CH3:22])[C:6](=[O:23])[CH2:5][CH2:4]2.[C:24]([O:27]C(=O)C)(=[O:26])[CH3:25]>N1C=CC=CC=1>[C:24]([OH:27])(=[O:26])[CH3:25].[OH:1][CH2:2][C@@:3]12[C@@H:20]3[C@H:11]([C@H:12]4[C@@:16]([CH2:18][CH2:19]3)([CH3:17])[C:15](=[O:21])[CH2:14][CH2:13]4)[CH2:10][CH2:9][C:8]1=[C:7]([CH3:22])[C:6](=[O:23])[CH2:5][CH2:4]2 |f:3.4|. Procedure details: 19-Hydroxy-4-methyl-4-androstene-3,17-dione is stirred under nitrogen with acetic anhydride and pyridine for about 16 hours. The yellow solution is poured onto water and the precipitate collected by suction filtration and washed well with water. Crystallization from acetone-hexane yield the desired 19-hydroxy-4-methyl-4-androstene3,17-dione acetate. The product is COC1=C(COCCCOC2=CC=C(C=C2)C2C(CN(CC2)C(=O)OC(C)(C)C)OCC2=CC=CC=3N(C=NC32)C)C=CC=C1 (tert-Butyl 4-{4-[3-(2-methoxybenzyloxy)propoxy]phenyl}-3-(1-methyl-1H-benzimidazol-4-ylmethoxy)piperidine-1-carboxylate). As a reaction SMILES: [OH:1][CH:2]1[CH:7]([C:8]2[CH:13]=[CH:12][C:11]([O:14][CH2:15][CH2:16][CH2:17][O:18][CH2:19][C:20]3[CH:25]=[CH:24][CH:23]=[CH:22][C:21]=3[O:26][CH3:27])=[CH:10][CH:9]=2)[CH2:6][CH2:5][N:4]([C:28]([O:30][C:31]([CH3:34])([CH3:33])[CH3:32])=[O:29])[CH2:3]1.Cl[CH2:36][C:37]1[C:45]2[N:44]=[CH:43][N:42]([CH3:46])[C:41]=2[CH:40]=[CH:39][CH:38]=1>>[CH3:27][O:26][C:21]1[CH:22]=[CH:23][CH:24]=[CH:25][C:20]=1[CH2:19][O:18][CH2:17][CH2:16][CH2:15][O:14][C:11]1[CH:12]=[CH:13][C:8]([CH:7]2[CH2:6][CH2:5][N:4]([C:28]([O:30][C:31]([CH3:34])([CH3:33])[CH3:32])=[O:29])[CH2:3][CH:2]2[O:1][CH2:36][C:37]2[C:45]3[N:44]=[CH:43][N:42]([CH3:46])[C:41]=3[CH:40]=[CH:39][CH:38]=2)=[CH:9][CH:10]=1. Starting materials: OC1CN(CCC1C1=CC=C(C=C1)OCCCOCC1=C(C=CC=C1)OC)C(=O)OC(C)(C)C (tert-butyl 3-hydroxy-4-{4-[3-(2-methoxybenzyloxy)propoxy]phenyl}piperidine-1-carboxylate), ClCC1=CC=CC=2N(C=NC21)C (4-chloromethyl-1-methyl-1H-benzimidazole). Procedure details: Analogously to Method D, 0.800 g of tert-butyl 3-hydroxy-4-{4-[3-(2-methoxybenzyloxy)propoxy]phenyl}piperidine-1-carboxylate and 0.317 g of 4-chloromethyl-1-methyl-1H-benzimidazole are reacted. The title compound is obtained as a yellow resin. Rf=0.30 (15:1 dichloromethane-methanol); Rt=4.74.